From a dataset of the Open Reaction Database (ORD), a public repository of structured organic reaction records. describe an organic reaction: reactants, conditions, products, and yield Reactants: C(C)(C)(C)OC(=O)N[C@@H](CC1=CC=C(C=C1)OC(C)(C)C)C(=O)N[C@H](CCSC)C(=O)NCCCC1=CC=CC=C1 ([N-(tert-butyloxycarbonyl)-O-(tert-butyl)-L-tyrosyl]-N-(3-phenylpropyl)-D-methioninamide), Cl.O1CCOCC1 (hydrogen chloride dioxane). Yields the product O.Cl.N[C@@H](CC1=CC=C(C=C1)O)C(=O)N[C@H](CCSC)C(=O)NCCCC1=CC=CC=C1 (L-tyrosyl-N-(3-phenylpropyl)-D-methioninamide monohydrochloride monohydrate). RXN SMILES: C([O:5]C([NH:8][C@H:9]([C:22]([NH:24][C@@H:25]([C:30]([NH:32][CH2:33][CH2:34][CH2:35][C:36]1[CH:41]=[CH:40][CH:39]=[CH:38][CH:37]=1)=[O:31])[CH2:26][CH2:27][S:28][CH3:29])=[O:23])[CH2:10][C:11]1[CH:16]=[CH:15][C:14]([O:17]C(C)(C)C)=[CH:13][CH:12]=1)=O)(C)(C)C.[ClH:42].O1CCOCC1>>[OH2:5].[ClH:42].[NH2:8][C@H:9]([C:22]([NH:24][C@@H:25]([C:30]([NH:32][CH2:33][CH2:34][CH2:35][C:36]1[CH:37]=[CH:38][CH:39]=[CH:40][CH:41]=1)=[O:31])[CH2:26][CH2:27][S:28][CH3:29])=[O:23])[CH2:10][C:11]1[CH:16]=[CH:15][C:14]([OH:17])=[CH:13][CH:12]=1 |f:1.2,3.4.5|. Reported procedure: A solution of [N-(tert-butyloxycarbonyl)-O-(tert-butyl)-L-tyrosyl]-N-(3-phenylpropyl)-D-methioninamide (610 mg.) in hydrogen chloride-dioxane (3.9 N, 10 ml.) was stirred at room temperature for 40 minutes, then concentrated under vacuum. Ether was added to the residue, the solution was concentrated under vacuum, and the process was repeated. A solution of the residue (502 mg.) in water (20 ml.) was filtered and lyophilized, affording as an amorphous off-white solid L-tyrosyl-N-(3-phenylpropyl)-D... The reactants are FC(C(=O)O)(F)F.FC1=C(C=C(C=C1)C=1N=C(N(C1)CCN(C)C)C1CCN(CC1)C=1C2=C(N=CN1)N(CC2)CC2=CC=C(C=C2)OC)C(F)(F)F ([2-(4-(4-fluoro-3-trifluoromethyl-phenyl)-2-{1-[7-(4-methoxy-benzyl)-6,7-dihydro-5H-pyrrolo[2,3-d]pyrimidin-4-yl]-piperidin-4-yl}-imidazol-1-yl)-ethyl]-dimethyl-amine trifluoroacetate), FC(C(=O)O)(F)F (trifluoroacetic acid). Run at temperature 80 celsius, time 14 hour. Product: N1=CN=C(C2=C1NCC2)N2CCC(CC2)C=2N(C=C(N2)C2=CC(=C(C=C2)F)C(F)(F)F)CCN(C)C (2-(2-(1-(6,7-dihydro-5H-pyrrolo[2,3-d]pyrimidin-4-yl)piperidin-4-yl)-4-(4-fluoro-3-(trifluoromethyl)phenyl)-1H-imidazol-1-yl)-N,N-dimethylethanamine). Isolated yield 99.3%. As a reaction SMILES: FC(F)(F)C(O)=O.[F:8][C:9]1[CH:14]=[CH:13][C:12]([C:15]2[N:16]=[C:17]([CH:25]3[CH2:30][CH2:29][N:28]([C:31]4[C:32]5[CH2:39][CH2:38][N:37](CC6C=CC(OC)=CC=6)[C:33]=5[N:34]=[CH:35][N:36]=4)[CH2:27][CH2:26]3)[N:18]([CH2:20][CH2:21][N:22]([CH3:24])[CH3:23])[CH:19]=2)=[CH:11][C:10]=1[C:49]([F:52])([F:51])[F:50].FC(F)(F)C(O)=O>>[N:34]1[C:33]2[NH:37][CH2:38][CH2:39][C:32]=2[C:31]([N:28]2[CH2:27][CH2:26][CH:25]([C:17]3[N:18]([CH2:20][CH2:21][N:22]([CH3:24])[CH3:23])[CH:19]=[C:15]([C:12]4[CH:13]=[CH:14][C:9]([F:8])=[C:10]([C:49]([F:50])([F:51])[F:52])[CH:11]=4)[N:16]=3)[CH2:30][CH2:29]2)=[N:36][CH:35]=1 |f:0.1|. Procedure: To [2-(4-(4-fluoro-3-trifluoromethyl-phenyl)-2-{1-[7-(4-methoxy-benzyl)-6,7-dihydro-5H-pyrrolo[2,3-d]pyrimidin-4-yl]-piperidin-4-yl}-imidazol-1-yl)-ethyl]-dimethyl-amine trifluoroacetate (50.0 mg; 0.07 mmol; 1.0 eq.) in a seal tube was added trifluoroacetic acid (1.0 ml). The reaction mixture was stirred at 80° C. for 14 hours. LC-MS showed clean reaction with 99% purity by HPLC. After Removal of TFA, the residue was dissolved in small amount of acetonitrile, added water and then lyophilized to ... Starting materials: CCCCCCCCCCCOc1c(C2CCCC2)cccc1C(SCCC(=O)[O-])C(O)CO, [CH3]. Yields the product CCCCCCCCCCCOc1c(C2CCCC2)cccc1C1OC1CO. As a reaction SMILES: [CH2:2]([CH2:3][CH2:4][CH2:5][CH2:6][CH2:7][CH2:8][CH2:9][CH2:10][CH2:11][CH3:12])[O:13][c:14]1[c:15]([CH:25]([S:26][CH2:27][CH2:28][C:29]([O-:30])=[O:31])[CH:32]([CH2:33][OH:34])[OH:35])[cH:16][cH:17][cH:18][c:19]1[CH:20]1[CH2:21][CH2:22][CH2:23][CH2:24]1.[CH3:1]>>[CH2:2]([CH2:3][CH2:4][CH2:5][CH2:6][CH2:7][CH2:8][CH2:9][CH2:10][CH2:11][CH3:12])[O:13][c:14]1[c:15]([CH:25]2[CH:32]([CH2:33][OH:34])[O:35]2)[cH:16][cH:17][cH:18][c:19]1[CH:20]1[CH2:21][CH2:22][CH2:23][CH2:24]1.